This data is from the Open Reaction Database (ORD), a public repository of structured organic reaction records. The task is: describe an organic reaction: reactants, conditions, products, and yield Starting materials: Cc1nc(-c2cccc(O)c2)no1, Cc1ccccc1, CCOC(=O)COc1ccc(SCc2sc(-c3ccc(C(F)(F)F)cc3)nc2CO)cc1C, c1ccc(P(c2ccccc2)c2ccccc2)cc1. The product is CCOC(=O)COc1ccc(SCc2sc(-c3ccc(C(F)(F)F)cc3)nc2COc2cccc(-c3noc(C)n3)c2)cc1C. RXN SMILES: [CH3:34][c:35]1[n:36][c:37](-[c:40]2[cH:41][c:42]([OH:46])[cH:43][cH:44][cH:45]2)[n:38][o:39]1.[CH3:66][c:67]1[cH:68][cH:69][cH:70][cH:71][cH:72]1.[OH:1][CH2:2][c:3]1[n:4][c:5](-[c:24]2[cH:25][cH:26][c:27]([C:30]([F:31])([F:32])[F:33])[cH:28][cH:29]2)[s:6][c:7]1[CH2:8][S:9][c:10]1[cH:11][c:12]([CH3:23])[c:13]([O:14][CH2:15][C:16](=[O:17])[O:18][CH2:19][CH3:20])[cH:21][cH:22]1.[c:47]1([P:48]([c:49]2[cH:50][cH:51][cH:52][cH:53][cH:54]2)[c:55]2[cH:56][cH:57][cH:58][cH:59][cH:60]2)[cH:61][cH:62][cH:63][cH:64][cH:65]1>>[O:1]([CH2:2][c:3]1[n:4][c:5](-[c:24]2[cH:25][cH:26][c:27]([C:30]([F:31])([F:32])[F:33])[cH:28][cH:29]2)[s:6][c:7]1[CH2:8][S:9][c:10]1[cH:11][c:12]([CH3:23])[c:13]([O:14][CH2:15][C:16](=[O:17])[O:18][CH2:19][CH3:20])[cH:21][cH:22]1)[c:42]1[cH:41][c:40](-[c:37]2[n:36][c:35]([CH3:34])[o:39][n:38]2)[cH:45][cH:44][cH:43]1. Reactants: CCN=C=NCCCN(C)C (EDCI), FC(C=1C=C(COCC(C2=CC=CC=C2)N2CCN(CC2)CCOCC(=O)O)C=C(C1)C(F)(F)F)(F)F ((2-{4-[2-(3,5-Bis-trifluoromethyl-benzyloxy)-1-phenyl-ethyl]-piperazin-1-yl}-ethoxy)-acetic acid), FC(C=1C=C(COCC(C2=CC=CC=C2)N2CCN(CC2)CCOCC(=O)O)C=C(C1)C(F)(F)F)(F)F ((2-{4-[2-(3,5-Bis-trifluoromethyl-benzyloxy)-1-phenyl-ethyl]-piperazin-1-yl}-ethoxy)-acetic acid), C(C(C)C)O (isobutanol). The reagents and catalysts are CN(C)C=1C=CN=CC1 (DMAP). Solvent: C1CCOC1 (THF). Conditions: temperature 0 celsius, time 2 hour. The product is C(C(C)C)OC(COCCN1CCN(CC1)C(COCC1=CC(=CC(=C1)C(F)(F)F)C(F)(F)F)C1=CC=CC=C1)=O ((2-{4-[2-(3,5-Bis-trifluoromethyl-benzyloxy)-1-phenyl-ethyl]-piperazin-1-yl}ethoxy)-acetic acid isobutyl ester). The yield is 78.6%. RXN SMILES: [F:1][C:2]([F:37])([F:36])[C:3]1[CH:4]=[C:5]([CH:29]=[C:30]([C:32]([F:35])([F:34])[F:33])[CH:31]=1)[CH2:6][O:7][CH2:8][CH:9]([N:16]1[CH2:21][CH2:20][N:19]([CH2:22][CH2:23][O:24][CH2:25][C:26]([OH:28])=[O:27])[CH2:18][CH2:17]1)[C:10]1[CH:15]=[CH:14][CH:13]=[CH:12][CH:11]=1.[CH2:38](O)[CH:39]([CH3:41])[CH3:40].CCN=C=NCCCN(C)C>C1COCC1.CN(C1C=CN=CC=1)C>[CH2:38]([O:27][C:26](=[O:28])[CH2:25][O:24][CH2:23][CH2:22][N:19]1[CH2:18][CH2:17][N:16]([CH:9]([C:10]2[CH:15]=[CH:14][CH:13]=[CH:12][CH:11]=2)[CH2:8][O:7][CH2:6][C:5]2[CH:29]=[C:30]([C:32]([F:33])([F:34])[F:35])[CH:31]=[C:3]([C:2]([F:1])([F:36])[F:37])[CH:4]=2)[CH2:21][CH2:20]1)[CH:39]([CH3:41])[CH3:40]. Procedure: In a round-bottomed flask fitted with a reflux condenser and a thermometer were introduced (2-{4-[2-(3,5-Bis-trifluoromethyl-benzyloxy)-1-phenyl-ethyl]-piperazin-1-yl}-ethoxy)-acetic acid (compound 235, 0.5 g, 0.84 mmoles) dissolved in THF (20 ml). To this solution cooled at 0° C. were successively added isobutanol (0.155 ml, 1.68 mmoles), DMAP (0.01 g, 0.084 mmoles) and EDCI (0.177 g, 0.93 mmoles). The reaction mixture was stirred for 2 hours at 0° C. and then allowed to reach room temperature ... Starting materials: CC1(CC(C=2C(=C(SC2S(=O)C)C2=NNC=C2)C1)=O)C (6,6-dimethyl-3-methanesulphinyl-1-(pyrazol-3-yl)-4,5,6,7-tetrahydrobenzo[c]thiophen-4-one), C[O-].[Na+] (sodium methoxide), solution. Run in CO (methanol), CO (methanol). Reaction conditions: temperature 70 celsius. The product is CC1(CC(C=2C(=C(SC2OC)C2=NNC=C2)C1)=O)C (6,6-Dimethyl-3-methoxy-1-(pyrazol-3-yl)-4,5,6,7-tetrahydrobenzo[c]thiophen-4-one). The yield is 15.0%. RXN SMILES: [CH3:1][C:2]1([CH3:20])[CH2:18][C:6]2=[C:7]([C:13]3[CH:17]=[CH:16][NH:15][N:14]=3)[S:8][C:9](S(C)=O)=[C:5]2[C:4](=[O:19])[CH2:3]1.[CH3:21][O-:22].[Na+]>CO>[CH3:1][C:2]1([CH3:20])[CH2:18][C:6]2=[C:7]([C:13]3[CH:17]=[CH:16][NH:15][N:14]=3)[S:8][C:9]([O:22][CH3:21])=[C:5]2[C:4](=[O:19])[CH2:3]1 |f:1.2|. Reported procedure: To a stirred solution of 6,6-dimethyl-3-methanesulphinyl-1-(pyrazol-3-yl)-4,5,6,7-tetrahydrobenzo[c]thiophen-4-one (80 mg, 0.26 mmol) in methanol (3 mL) was added a solution of sodium methoxide in methanol (1.0 mL of a 0.5M solution, 0.5 mmol). The solution was heated at 70° C. for 24 h. after which time the mixture was cooled to room temperature and partitioned between EtOAc (2×20 mL) and water (20 mL). The combined organic layers were dried (Na2SO4) and evaporated. The residue was chromatograp... Starting materials: O=C1OCc2ccccc21, CN([SiH](C)C)[Si](C)(C)C, CN(C)C=O, O=C1Cc2cc(Cl)ccc2N1, Cl, [Na]. Yields the product O=C1Nc2ccc(Cl)cc2C1=C1OCc2ccccc21. RXN SMILES: [C:12]1(=[O:13])[O:14][CH2:15][c:16]2[cH:17][cH:18][cH:19][cH:20][c:21]21.[CH3:22][SiH:23]([CH3:24])[N:25]([CH3:26])[Si:27]([CH3:28])([CH3:29])[CH3:30].[CH3:33][N:34]([CH3:35])[CH:36]=[O:37].[Cl:1][c:2]1[cH:3][c:4]2[c:8]([cH:9][cH:10]1)[NH:7][C:6](=[O:11])[CH2:5]2.[ClH:32].[Na:31]>>[Cl:1][c:2]1[cH:3][c:4]2[c:8]([cH:9][cH:10]1)[NH:7][C:6](=[O:11])[C:5]2=[C:12]1[O:14][CH2:15][c:16]2[cH:17][cH:18][cH:19][cH:20][c:21]21. Reaction conditions: time 4 hour. RXN SMILES: [CH3:1][C:2]1([CH3:30])[C:11]2[C:6](=[CH:7][CH:8]=[C:9]([CH:12]([CH2:25][CH2:26][CH2:27][CH2:28][CH3:29])/[CH:13]=[CH:14]/[C:15]3[CH:24]=[CH:23][C:18]([C:19]([O:21]C)=[O:20])=[CH:17][CH:16]=3)[CH:10]=2)[S:5][CH2:4][CH2:3]1.O.[OH-].[Li+]>C1COCC1.O.CCOCC>[CH3:1][C:2]1([CH3:30])[C:11]2[C:6](=[CH:7][CH:8]=[C:9]([CH:12]([CH2:25][CH2:26][CH2:27][CH2:28][CH3:29])/[CH:13]=[CH:14]/[C:15]3[CH:16]=[CH:17][C:18]([C:19]([OH:21])=[O:20])=[CH:23][CH:24]=3)[CH:10]=2)[S:5][CH2:4][CH2:3]1 |f:1.2.3|. Procedure details: 200 mg of (RS)-(E)-methyl 4-[3-(4,4-dimethyl-thiochroman-6-yl)-oct-1-enyl]-benzoate were dissolved in 10 ml THF/3 ml water/3 ml methanol and 200 mg of lithium hydroxide hydrate were added. The mixture was stirred at room temperature 4 hours. The mixture was diluted with 10 ml water and acidified to pH 2 with 1N hydrochloric. The resulting suspension was taken in 50 ml ether and the phases were separated. The aqueous phase was extracted with three portions of 25 ml ether. The combined extracts we... Isolated yield 95.7%. The solvent is C1CCOC1 (THF), O (water), CCOCC (ether). Reactants: CC1(CCSC2=CC=C(C=C12)C(/C=C/C1=CC=C(C(=O)OC)C=C1)CCCCC)C ((RS)-(E)-methyl 4-[3-(4,4-dimethyl-thiochroman-6-yl)-oct-1-enyl]-benzoate), O.[OH-].[Li+] (lithium hydroxide hydrate). Yields the product CC1(CCSC2=CC=C(C=C12)C(/C=C/C1=CC=C(C(=O)O)C=C1)CCCCC)C ((RS)-(E)-4-[3-(4,4-dimethyl-thiochroman-6-yl)-oct-1-enyl]-benzoic Acid). Reactants: N1(C=CC=C1)C1=C(C=CC=C1)N (2-pyrrol-1-yl-phenylamine), [Cl-].CC=1C=C(C=[N+]2CCCCC2)C=CC1 (1-(3-methyl-benzylidene)-piperidinium chloride), CC=1C=C(C=O)C=CC1 (3-methylbenzaldehyde), N1CCCCC1 (piperidine). The product is N1(CCCCC1)C(C=1N(C=CC1)C1=C(C=CC=C1)N)C=1C=C(C=CC1)C (2-[2-(Piperidin-1-yl-m-tolyl-methyl)-pyrrol-1-yl]-phenylamine). Reaction SMILES: [N:1]1([C:6]2[CH:11]=[CH:10][CH:9]=[CH:8][C:7]=2[NH2:12])[CH:5]=[CH:4][CH:3]=[CH:2]1.[Cl-].[CH3:14][C:15]1[CH:16]=[C:17]([CH:25]=[CH:26][CH:27]=1)[CH:18]=[N+:19]1[CH2:24][CH2:23][CH2:22][CH2:21][CH2:20]1.CC1C=C(C=CC=1)C=O.N1CCCCC1>>[N:19]1([CH:18]([C:17]2[CH:16]=[C:15]([CH3:14])[CH:27]=[CH:26][CH:25]=2)[C:5]2[N:1]([C:6]3[CH:11]=[CH:10][CH:9]=[CH:8][C:7]=3[NH2:12])[CH:2]=[CH:3][CH:4]=2)[CH2:24][CH2:23][CH2:22][CH2:21][CH2:20]1 |f:1.2|. Reported procedure: The preparation was carried out in accordance with general synthesis instructions 4 from 2-pyrrol-1-yl-phenylamine and 1-(3-methyl-benzylidene)-piperidinium chloride, which had been prepared in accordance with example 3 from 3-methylbenzaldehyde and piperidine.